describe an organic reaction: reactants, conditions, products, and yield From a dataset of the Open Reaction Database (ORD), a public repository of structured organic reaction records. Reactants: C(#N)C1(C2(C=CC(C1)(O2)C)C)OC(C)=O (2-cyano-2-acetoxy-1,4-dimethyl-7-oxabicyclo[2.2.1]hept-5-ene), C[O-].[Na+] (sodium methoxide), C=O (formalin). The solvent is CO (methanol). Reaction conditions: time 3 hour. Product: CC12C(CC(C=C1)(O2)C)=O (1,4-Dimethyl-7-oxabicyclo[2.2.1]hept-5-en-2-one). Yield: 75.0%. RXN SMILES: C([C:3]1([O:12]C(=O)C)[CH2:8][C:7]2([CH3:10])[O:9][C:4]1([CH3:11])[CH:5]=[CH:6]2)#N.C[O-].[Na+].C=O>CO>[CH3:11][C:4]12[O:9][C:7]([CH3:10])([CH:6]=[CH:5]1)[CH2:8][C:3]2=[O:12] |f:1.2|. Procedure details: To a solution of 12 g of 2-cyano-2-acetoxy-1,4-dimethyl-7-oxabicyclo[2.2.1]hept-5-ene in 100 ml of methanol was added 0.028 mole of sodium methoxide. The mixture was stirred at room temperature for 3 hours, then 30 ml of formalin was added and the mixture was stirred an additional hour at room temperature. The reaction mixture was washed with 100 ml of water, then with 100 ml of saturated sodium chloride solution and extracted thrice with 100 ml of methylene chloride, dried (Na2SO4), concentrate... The reactants are CCOC(=O)C=CC(=O)OCC, NO, [Na+], [OH-], O=S(=O)(O)O. The product is CCOC(=O)CC(NO)C(=O)OCC. As a reaction SMILES: [C:3]([CH:4]=[CH:5][C:6](=[O:7])[O:8][CH2:9][CH3:10])(=[O:11])[O:12][CH2:13][CH3:14].[NH2:20][OH:21].[Na+:2].[OH-:1].[S:15]([OH:16])([OH:17])(=[O:18])=[O:19]>>[OH:1][NH:20][CH:5]([CH2:4][C:3](=[O:11])[O:12][CH2:13][CH3:14])[C:6](=[O:7])[O:8][CH2:9][CH3:10]. Reactants: [OH-].[Na+] (sodium hydroxide), OCC/C(=C(\C1=CC=CC=C1)/C1=CC=C(C=C1)O)/C1=CC=CC=C1 (Z-4-(4-hydroxy-1,2-diphenyl-but-1-enyl)-phenol), C(C1=CC=CC=C1)OCCBr (Benzyl-(2-bromoethyl)ether). The reagents and catalysts are [Br-].C(CCC)[N+](CCCC)(CCCC)CCCC (tetrabutylammonium bromide). Solvent: C1(=CC=CC=C1)C (toluene). Procedure details: The reaction vessel was charged with toluene (790 ml), 48% aqueous sodium hydroxide (790 ml), tetrabutylammonium bromide (2.12 g, 6.6 mmol) and Z-4-(4-hydroxy-1,2-diphenyl-but-1-enyl)-phenol (50 g, 0.16 mol) prepared by the method described by U.S. Pat. No. 4,996,225. The mixture was refluxed for 30 minutes. Benzyl-(2-bromoethyl)ether (Grobelny D. et al., Tetrahedron Letters 28, 2639-42, 1979) (41.7 g, 0.19 mol) was added to the reaction mixture and the refluxing was continued for 2 hours. Then ... Product: C(C1=CC=CC=C1)OCCOC1=CC=C(C=C1)\C(=C(\CCO)/C1=CC=CC=C1)\C1=CC=CC=C1 (Z-4-[4-(2-benzyloxyethoxy)-phenyl]-3,4-diphenyl-but-3-en-1-ol). As a reaction SMILES: [OH-].[Na+].[OH:3][CH2:4][CH2:5]/[C:6](/[C:21]1[CH:26]=[CH:25][CH:24]=[CH:23][CH:22]=1)=[C:7](/[C:14]1[CH:19]=[CH:18][C:17]([OH:20])=[CH:16][CH:15]=1)\[C:8]1[CH:13]=[CH:12][CH:11]=[CH:10][CH:9]=1.[CH2:27]([O:34][CH2:35][CH2:36]Br)[C:28]1[CH:33]=[CH:32][CH:31]=[CH:30][CH:29]=1>[Br-].C([N+](CCCC)(CCCC)CCCC)CCC.C1(C)C=CC=CC=1>[CH2:27]([O:34][CH2:35][CH2:36][O:20][C:17]1[CH:16]=[CH:15][C:14](/[C:7](/[C:8]2[CH:13]=[CH:12][CH:11]=[CH:10][CH:9]=2)=[C:6](\[C:21]2[CH:26]=[CH:25][CH:24]=[CH:23][CH:22]=2)/[CH2:5][CH2:4][OH:3])=[CH:19][CH:18]=1)[C:28]1[CH:33]=[CH:32][CH:31]=[CH:30][CH:29]=1 |f:0.1,4.5|. Conditions: time 2 hour.